This data is from the Open Reaction Database (ORD), a public repository of structured organic reaction records. The task is: describe an organic reaction: reactants, conditions, products, and yield Reactants: N#Cc1ccc(-c2nc(-c3ccc(F)cc3)c(-c3ccncc3)[nH]2)cc1, CCO, Cl, [K+], [K+], NO, O=C([O-])[O-], O. The product is NC(=NO)c1ccc(-c2nc(-c3ccc(F)cc3)c(-c3ccncc3)[nH]2)cc1. RXN SMILES: [C:1](#[N:2])[c:3]1[cH:4][cH:5][c:6](-[c:9]2[nH:10][c:11](-[c:21]3[cH:22][cH:23][n:24][cH:25][cH:26]3)[c:12](-[c:14]3[cH:15][cH:16][c:17]([F:20])[cH:18][cH:19]3)[n:13]2)[cH:7][cH:8]1.[CH3:36][CH2:37][OH:38].[ClH:33].[K+:27].[K+:28].[NH2:34][OH:35].[O-:29][C:30]([O-:31])=[O:32].[OH2:39]>>[C:1]([NH2:2])([c:3]1[cH:4][cH:5][c:6](-[c:9]2[nH:10][c:11](-[c:21]3[cH:22][cH:23][n:24][cH:25][cH:26]3)[c:12](-[c:14]3[cH:15][cH:16][c:17]([F:20])[cH:18][cH:19]3)[n:13]2)[cH:7][cH:8]1)=[N:34][OH:35]. The reactants are COC1=C(N(C2=C1C(N(C=1C=CC=CC21)CC(C2=CC=CC=C2)=O)=O)C)C(=O)NC2CCNCC2 (3-methoxy-1-methyl-4-oxo-5-(2-oxo-2-phenylethyl)-N-piperidin-4-yl-4,5-dihydro-1H-pyrrolo[3,2-c]quinoline-2-carboxamide), C1CCOC1 (THF), C(C)N=C=O (ethyl isocyanate). Run in C(C)(=O)OCC (ethyl acetate). Conditions: time 15 hour. Yields the product C(C)NC(=O)N1CCC(CC1)NC(=O)C1=C(C=2C(N(C=3C=CC=CC3C2N1C)CC(C1=CC=CC=C1)=O)=O)OC (N-[1-(ethylcarbamoyl)piperidin-4-yl]-3-methoxy-1-methyl-4-oxo-5-(2-oxo-2-phenylethyl)-4,5-dihydro-1H-pyrrolo[3,2-c]quinoline-2-carboxamide). The yield is 74.8%. As a reaction SMILES: [CH3:1][O:2][C:3]1[C:7]2[C:8](=[O:25])[N:9]([CH2:16][C:17](=[O:24])[C:18]3[CH:23]=[CH:22][CH:21]=[CH:20][CH:19]=3)[C:10]3[CH:11]=[CH:12][CH:13]=[CH:14][C:15]=3[C:6]=2[N:5]([CH3:26])[C:4]=1[C:27]([NH:29][CH:30]1[CH2:35][CH2:34][NH:33][CH2:32][CH2:31]1)=[O:28].C1COCC1.[CH2:41]([N:43]=[C:44]=[O:45])[CH3:42]>C(OCC)(=O)C>[CH2:41]([NH:43][C:44]([N:33]1[CH2:32][CH2:31][CH:30]([NH:29][C:27]([C:4]2[N:5]([CH3:26])[C:6]3[C:15]4[CH:14]=[CH:13][CH:12]=[CH:11][C:10]=4[N:9]([CH2:16][C:17](=[O:24])[C:18]4[CH:23]=[CH:22][CH:21]=[CH:20][CH:19]=4)[C:8](=[O:25])[C:7]=3[C:3]=2[O:2][CH3:1])=[O:28])[CH2:35][CH2:34]1)=[O:45])[CH3:42]. Reported procedure: To a mixture of the compound of Example 77 (200 mg, 0.423 mmol) and THF (10 mL) was added ethyl isocyanate (101 μL, 1.27 mmol) at 0° C., and the mixture was stirred at room temperature for 15 hr. The reaction mixture was diluted with ethyl acetate, washed with water and saturated brine, dried over magnesium sulfate, and concentrated under reduced pressure. The residue was purified by aminosilica gel chromatography (eluate; ethyl acetate). Recrystallization of the obtained solid from ethyl acetat... Reactants: CC1=NOC(=N1)C1=CC=C(C=C1)C1CCN(CCO1)C1=NC(=CC(N1C)=O)C1=NC=NC=C1 (2-{7-[4-(3-methyl-[1,2,4]-oxadiazole-5-yl)phenyl]-[1,4]-oxazepane-4-yl}-3-methyl-6-pyrimidin-4-yl-3H-pyrimidin-4-one), Cl.O1N=C(N=C1)C1=CC=C(C=C1)C1CNCCOC1 (6-(4-[1,2,4]oxadiazol-3-yl-phenyl)-[1,4]oxazepane hydrochloride). Yields the product CN1C(=NC(=CC1=O)C1=NC=NC=C1)N1CCOCC(C1)C1=CC=C(C=C1)C1=NOC=N1 (1-Methyl-2-[6-(4-[1,2,4]oxadiazol-3-yl-phenyl)-[1,4]oxazepan-4-yl]-1H-[4,4′]bipyrimidinyl-6-one), solid. Isolated yield 59.0%. Reaction SMILES: CC1N=C(C2C=CC([CH:13]3[O:19][CH2:18][CH2:17][N:16]([C:20]4[N:25]([CH3:26])[C:24](=[O:27])[CH:23]=[C:22]([C:28]5[CH:33]=[CH:32][N:31]=[CH:30][N:29]=5)[N:21]=4)[CH2:15][CH2:14]3)=CC=2)ON=1.Cl.[O:35]1[CH:39]=[N:38][C:37]([C:40]2[CH:45]=[CH:44][C:43](C3COCCNC3)=[CH:42][CH:41]=2)=[N:36]1>>[CH3:26][N:25]1[C:24](=[O:27])[CH:23]=[C:22]([C:28]2[CH:33]=[CH:32][N:31]=[CH:30][N:29]=2)[N:21]=[C:20]1[N:16]1[CH2:15][CH:14]([C:43]2[CH:42]=[CH:41][C:40]([C:37]3[N:38]=[CH:39][O:35][N:36]=3)=[CH:45][CH:44]=2)[CH2:13][O:19][CH2:18][CH2:17]1 |f:1.2|. Procedure details: 1-Methyl-2-[6-(4-[1,2,4]oxadiazol-3-yl-phenyl)-[1,4]oxazepan-4-yl]-1H-[4,4′]bipyrimidinyl-6-one was prepared the same procedure as that of 2-{7-[4-(3-methyl-[1,2,4]-oxadiazole-5-yl)phenyl]-[1,4]-oxazepane-4-yl}-3-methyl-6-pyrimidin-4-yl-3H-pyrimidin-4-one except for utilizing 6-(4-[1,2,4]oxadiazol-3-yl-phenyl)-[1,4]oxazepane hydrochloride instead of 7-[4-(3-Methyl-[1,2,4]oxadiazol-5-yl)-phenyl]-[1,4]oxazepane hydrochloride. 1-Methyl-2-[6-(4-[1,2,4]oxadiazol-3-yl-phenyl)-[1,4]oxazepan-4-yl]-1H-[4... Reactants: solid, COC(=O)C1=CC=C2C3=C(NC2=C1)N=CN=C3N3CC(OCC3)CNC(=O)OC(C)(C)C (4-[2-(tert-Butoxycarbonylamino-methyl)-morpholin-4-yl]9H-pyrimido[4,5-b]indole-7-carboxylic acid methyl ester), [OH-].[Na+] (NaOH), C(Cl)Cl (DCM), ( 1 ). Solvent: CO (methanol). Reaction conditions: time 8 hour. Yields the product C(C)(C)(C)OC(=O)NCC1CN(CCO1)C1=NC=NC=2NC3=CC(=CC=C3C21)C(=O)O (4-[2-(tert-Butoxycarbonylamino-methyl)-morpholin-4-yl]-9H-pyrimido[4,5-b]indole-7-carboxylic acid). RXN SMILES: C[O:2][C:3]([C:5]1[CH:13]=[C:12]2[C:8]([C:9]3[C:17]([N:18]4[CH2:23][CH2:22][O:21][CH:20]([CH2:24][NH:25][C:26]([O:28][C:29]([CH3:32])([CH3:31])[CH3:30])=[O:27])[CH2:19]4)=[N:16][CH:15]=[N:14][C:10]=3[NH:11]2)=[CH:7][CH:6]=1)=[O:4].[OH-].[Na+].C(Cl)Cl>CO>[C:29]([O:28][C:26]([NH:25][CH2:24][CH:20]1[O:21][CH2:22][CH2:23][N:18]([C:17]2[C:9]3[C:8]4[C:12](=[CH:13][C:5]([C:3]([OH:4])=[O:2])=[CH:6][CH:7]=4)[NH:11][C:10]=3[N:14]=[CH:15][N:16]=2)[CH2:19]1)=[O:27])([CH3:32])([CH3:30])[CH3:31] |f:1.2|. Procedure: A suspension of 4-[2-(tert-Butoxycarbonylamino-methyl)-morpholin-4-yl]9H-pyrimido[4,5-b]indole-7-carboxylic acid methyl ester (35 mg, 0.079 mmol) in methanol (2 mL) was treated with NaOH (1 mL, 4 M in dioxane, 4 mmol) and left overnight at room temperature. DCM (5 mL) was added to the reaction mixture. The aqueous layer was collected and acidified with 1M HCl, evaporated to dryness and suspended in water. The resulting precipitate was collected by filtration as a white solid (12 mg, 0.028 mmol).... Yields the product COC(C1=CC(=C(C(=C1)OC)NCC)OC)=O (4-(ethylamino)-3,5-dimethoxy-benzoic acid methyl ester). Reaction SMILES: C(OC(=O)[N:10]([CH2:25][CH3:26])[C:11]1[C:16]([O:17][CH3:18])=[CH:15][C:14]([C:19]([O:21][CH3:22])=[O:20])=[CH:13][C:12]=1[O:23][CH3:24])C1C=CC=CC=1.[H][H]>CO.[Pd]>[CH3:22][O:21][C:19](=[O:20])[C:14]1[CH:15]=[C:16]([O:17][CH3:18])[C:11]([NH:10][CH2:25][CH3:26])=[C:12]([O:23][CH3:24])[CH:13]=1. The solvent is CO (methanol). The reagents and catalysts are [Pd] (palladium on carbon). The reactants are C(C1=CC=CC=C1)OC(N(C1=C(C=C(C=C1OC)C(=O)OC)OC)CC)=O (N-ethyl-2,6-dimethoxy-4-(methoxy-carbonyl)-carbanilic acid benzyl ester), [H][H] (hydrogen). Procedure details: A suspension of 77.5 g. of N-ethyl-2,6-dimethoxy-4-(methoxy-carbonyl)-carbanilic acid benzyl ester in 1 liter of methanol was hydrogenated in the presence of 2 g. of palladium on carbon (5%) until hydrogen uptake ceased. The suspension was heated to boiling and filtered. The filtrate was evaporated under vacuum. After recrystallization of the residue from cyclohexane, there was obtained 4-(ethylamino)-3,5-dimethoxy-benzoic acid methyl ester having a melting point of 50°-51° C.